Dataset: the Open Reaction Database (ORD), a public repository of structured organic reaction records. Task: describe an organic reaction: reactants, conditions, products, and yield The reactants are CCN(C(C)C)C(C)C, CN(C)C=O, O, OCc1c[nH]cn1, ClC(c1ccccc1)(c1ccccc1)c1ccccc1. Yields the product OCc1cn(C(c2ccccc2)(c2ccccc2)c2ccccc2)cn1. Reaction SMILES: [CH:28]([N:29]([CH2:30][CH3:31])[CH:32]([CH3:33])[CH3:34])([CH3:35])[CH3:36].[O:38]=[CH:39][N:40]([CH3:41])[CH3:42].[OH2:37].[OH:1][CH2:2][c:3]1[n:4][cH:5][nH:6][cH:7]1.[c:8]1([C:14]([c:15]2[cH:16][cH:17][cH:18][cH:19][cH:20]2)([c:21]2[cH:22][cH:23][cH:24][cH:25][cH:26]2)[Cl:27])[cH:9][cH:10][cH:11][cH:12][cH:13]1>>[OH:1][CH2:2][c:3]1[n:4][cH:5][n:6]([C:14]([c:8]2[cH:9][cH:10][cH:11][cH:12][cH:13]2)([c:15]2[cH:16][cH:17][cH:18][cH:19][cH:20]2)[c:21]2[cH:22][cH:23][cH:24][cH:25][cH:26]2)[cH:7]1. Starting materials: CCN(C(C)C)C(C)C, ClCCl, Oc1cnc(C(F)(F)F)nc1, O=S(=O)(OS(=O)(=O)C(F)(F)F)C(F)(F)F, O, O=P(O)(O)O. The product is O=S(=O)(Oc1cnc(C(F)(F)F)nc1)C(F)(F)F. RXN SMILES: [CH:27]([N:28]([CH2:29][CH3:30])[CH:31]([CH3:32])[CH3:33])([CH3:34])[CH3:35].[Cl:41][CH2:42][Cl:43].[F:16][C:17]([c:18]1[n:19][cH:20][c:21]([OH:24])[cH:22][n:23]1)([F:25])[F:26].[F:1][C:2]([S:3](=[O:4])(=[O:5])[O:8][S:9](=[O:10])(=[O:11])[C:12]([F:13])([F:14])[F:15])([F:6])[F:7].[OH2:44].[P:36](=[O:37])([OH:38])([OH:39])[OH:40]>>[O:8]([S:9](=[O:10])(=[O:11])[C:12]([F:13])([F:14])[F:15])[c:21]1[cH:20][n:19][c:18]([C:17]([F:16])([F:25])[F:26])[n:23][cH:22]1. Starting materials: S1C(=CC=2C1=NC=CC2)NS(=O)(=O)C2=CC=CC=C2 (N-Thieno[2,3-b]pyridin-2-yl-benzenesulfonamide), ClN1C(CCC1=O)=O (N-chlorosuccinimide), C(C)(=O)OCC (Ethyl acetate). Run in CN(C)C=O (DMF). Reaction conditions: time 16 hour. Yields the product ClC1=C(SC2=NC=CC=C21)NS(=O)(=O)C2=CC=CC=C2 (N-(3-Chloro-thieno[2,3-b]pyridin-2-yl)-benzenesulfonamide). Yield: 34.5%. As a reaction SMILES: [S:1]1[C:5]2=[N:6][CH:7]=[CH:8][CH:9]=[C:4]2[CH:3]=[C:2]1[NH:10][S:11]([C:14]1[CH:19]=[CH:18][CH:17]=[CH:16][CH:15]=1)(=[O:13])=[O:12].[Cl:20]N1C(=O)CCC1=O.C(OCC)(=O)C>CN(C=O)C>[Cl:20][C:3]1[C:4]2[C:5](=[N:6][CH:7]=[CH:8][CH:9]=2)[S:1][C:2]=1[NH:10][S:11]([C:14]1[CH:15]=[CH:16][CH:17]=[CH:18][CH:19]=1)(=[O:12])=[O:13]. Reported procedure: To compound 147-F (0.26 g, 0.643 mmol) in DMF (1 mL) under argon at ambient temperature was added N-chlorosuccinimide (94.4 mg, 0.707 mmol) and the reaction mixture was stirred for 16 h. Ethyl acetate was added, the mixture washed with H2O (2×), brine, evaporated under reduced pressure and purified by reverse phase pHPLC (C18) to afford 0.072 g of compound 813-A as a tan solid. 1H-NMR (DMSO-d6): δ 7.50 (dd, 1H), 7.56-7.65 (m, 2H), 7.65-7.74 (m, 1H), 7.81-7.89 (m, 2H), 8.00 (dd, 1H), 8.58 (dd, 1H... Reactants: NC=1C2=C(N=CN1)N(C=C2C2=CC=C(C=C2)OC2=CC=CC=C2)C2C=CC(C2)O (4-[4-Amino-5-(4-phenoxyphenyl)-7H-pyrrolo[2,3-d]pyrimidin-7-yl]cyclopent-2-enol), [H][H] (hydrogen). The reagents and catalysts are [Pd] (palladium on charcoal). The solvent is C(C)O (ethanol). The product is NC=1C2=C(N=CN1)N(C=C2C2=CC=C(C=C2)OC2=CC=CC=C2)C2CC(CC2)O (3-[4-amino-5-(4-phenoxyphenyl)-7H-pyrrolo[2,3-d]pyrimidin-7-yl]cyclopentanol). Reaction SMILES: [NH2:1][C:2]1[C:3]2[C:10]([C:11]3[CH:16]=[CH:15][C:14]([O:17][C:18]4[CH:23]=[CH:22][CH:21]=[CH:20][CH:19]=4)=[CH:13][CH:12]=3)=[CH:9][N:8]([CH:24]3[CH2:28][CH:27]([OH:29])[CH:26]=[CH:25]3)[C:4]=2[N:5]=[CH:6][N:7]=1.[H][H]>C(O)C.[Pd]>[NH2:1][C:2]1[C:3]2[C:10]([C:11]3[CH:12]=[CH:13][C:14]([O:17][C:18]4[CH:23]=[CH:22][CH:21]=[CH:20][CH:19]=4)=[CH:15][CH:16]=3)=[CH:9][N:8]([CH:24]3[CH2:25][CH2:26][CH:27]([OH:29])[CH2:28]3)[C:4]=2[N:5]=[CH:6][N:7]=1. Procedure details: 4-[4-Amino-5-(4-phenoxyphenyl)-7H-pyrrolo[2,3-d]pyrimidin-7-yl]cyclopent-2-enol (110 mg) was hydrogenated in ethanol (20 ml) with gaseous hydrogen at atmospheric pressure using 10% palladium on charcoal (50 mg) as the catalyst. The catalyst was removed by filtration and the filtrate was evaporated to give 3-[4-amino-5-(4-phenoxyphenyl)-7H-pyrrolo[2,3-d]pyrimidin-7-yl]cyclopentanol, as an oil. The structure was confirmed by 1H nmr and mass spectra. Reactants: CC1(C)CC(=O)N(CCCCBr)C(=O)C1, ClC(Cl)Cl, c1cnc(N2CCNCC2)nc1, c1ccc(COc2cnc(N3CCNCC3)nc2)cc1. The product is CC1(C)CC(=O)N(CCCCN2CCN(c3ncc(OCc4ccccc4)cn3)CC2)C(=O)C1. Reaction SMILES: [Br:1][CH2:2][CH2:3][CH2:4][CH2:5][N:6]1[C:7](=[O:15])[CH2:8][C:9]([CH3:13])([CH3:14])[CH2:10][C:11]1=[O:12].[Cl:48][CH:49]([Cl:50])[Cl:51].[N:16]1([c:17]2[n:18][cH:19][cH:20][cH:21][n:22]2)[CH2:23][CH2:24][NH:25][CH2:26][CH2:27]1.[c:28]1([CH2:34][O:35][c:36]2[cH:37][n:38][c:39]([N:42]3[CH2:43][CH2:44][NH:45][CH2:46][CH2:47]3)[n:40][cH:41]2)[cH:29][cH:30][cH:31][cH:32][cH:33]1>>[CH2:2]([CH2:3][CH2:4][CH2:5][N:6]1[C:7](=[O:15])[CH2:8][C:9]([CH3:13])([CH3:14])[CH2:10][C:11]1=[O:12])[N:45]1[CH2:44][CH2:43][N:42]([c:39]2[n:38][cH:37][c:36]([O:35][CH2:34][c:28]3[cH:29][cH:30][cH:31][cH:32][cH:33]3)[cH:41][n:40]2)[CH2:47][CH2:46]1. Starting materials: BrC1=C(C=CC(=C1)C#N)C (Bromo - p - tolunitrile), NC1=CC(NC(N1C)=O)=O (6-amino-1-methyluracil), [OH-].[Na+] (sodium hydroxide). The solvent is C(C)O (ethanol). Run at time 1.75 hour. Product: NC1=CC(N(C(N1C)=O)CC1=CC=C(C#N)C=C1)=O (4-[(6-Amino-1,2,3,4-tetrahydro-1-methyl-2,4-dioxo-3-pyrimidinyl)methyl]benzonitrile). Yield: 12.2%. Reaction SMILES: Br[C:2]1[CH:7]=[C:6]([C:8]#[N:9])[CH:5]=[CH:4][C:3]=1[CH3:10].[NH2:11][C:12]1[N:17]([CH3:18])[C:16](=[O:19])[NH:15][C:14](=[O:20])[CH:13]=1.[OH-].[Na+]>C(O)C>[NH2:11][C:12]1[N:17]([CH3:18])[C:16](=[O:19])[N:15]([CH2:10][C:3]2[CH:4]=[CH:5][C:6]([C:8]#[N:9])=[CH:7][CH:2]=2)[C:14](=[O:20])[CH:13]=1 |f:2.3|. Procedure details: α - Bromo - p - tolunitrile (5.41 g, 27.6 mmol) was added at once with stirring to a solution of 6-amino-1-methyluracil (V. Papesch and E.F. Schroeder. J. Org. Chem. (1951), 16, 1879) (3.90 g. 27.6 mmol) in 1:1 ethanol: 1 N sodium hydroxide (56 ml) at 42° C. After 1.75 hours. the mixture was cooled, filtered and washed with water. The resulting solid and second crop obtained by evaporation of the filtrate were combined (5.80 g) and partially purified by silica gel chromatography followed by repe... Reactants: Cl (hydrochloric acid), C(C)(C)(C)OC(=O)N1CC2C(CCC(C2C1)(C1=CC=CC=C1)C1=CC=CC=C1)(F)F ((3aRS, 7aRS)-2-tert-butyloxycarbonyl-4,4-diphenyl-7,7difluoroperhydroisoindole). The solvent is O1CCOCC1 (dioxane). Reaction conditions: time 20 hour. Product: Cl.C1(=CC=CC=C1)C1(C2CNCC2C(CC1)(F)F)C1=CC=CC=C1 ((3aRS, 7aRS)-4,4-diphenyl-7,7-difluoroperhydroisoindole hydrochloride). RXN SMILES: [ClH:1].C(OC([N:9]1[CH2:17][CH:16]2[CH:11]([C:12]([F:31])([F:30])[CH2:13][CH2:14][C:15]2([C:24]2[CH:29]=[CH:28][CH:27]=[CH:26][CH:25]=2)[C:18]2[CH:23]=[CH:22][CH:21]=[CH:20][CH:19]=2)[CH2:10]1)=O)(C)(C)C>O1CCOCC1>[ClH:1].[C:24]1([C:15]2([C:18]3[CH:19]=[CH:20][CH:21]=[CH:22][CH:23]=3)[CH2:14][CH2:13][C:12]([F:31])([F:30])[CH:11]3[CH:16]2[CH2:17][NH:9][CH2:10]3)[CH:25]=[CH:26][CH:27]=[CH:28][CH:29]=1 |f:3.4|. Reported procedure: 20 cm3 of dioxane and 20 cm3 of 6.3N hydrochloric acid are added to 1.8 g of (3aRS, 7aRS)-2-tert-butyloxycarbonyl-4,4-diphenyl-7,7difluoroperhydroisoindole. After stirring for 20 hours at room temperature, the white suspension obtained is concentrated to dryness at 40° C. under reduced pressure (2.7 kPa). The residue is washed with diisopropyl oxide, the solid obtained is drained and then dried. 1.51 g of (3aRS, 7aRS)-4,4-diphenyl-7,7-difluoroperhydroisoindole hydrochloride are obtained in the f... Reactants: CC(=O)CCN1C(=O)c2ccccc2C1=O, CCOC(=O)C(=O)OCC, CC(C)(C)[O-], CCO, [Na+], [Na]. As a reaction SMILES: [C:17]1(=[O:32])[c:18]2[c:19]([cH:28][cH:29][cH:30][cH:31]2)[C:20](=[O:27])[N:21]1[CH2:22][CH2:23][C:24]([CH3:25])=[O:26].[C:7]([C:8]([O:10][CH2:9][CH3:11])=[O:12])(=[O:13])[O:14][CH2:15][CH3:16].[CH3:1][C:2]([CH3:3])([O-:4])[CH3:5].[CH3:34][CH2:35][OH:36].[Na+:6].[Na:33]>>[C:7]([C:8](=[O:10])[CH2:25][C:24]([CH2:23][CH2:22][N:21]1[C:17](=[O:32])[c:18]2[c:19]([cH:28][cH:29][cH:30][cH:31]2)[C:20]1=[O:27])=[O:26])(=[O:13])[O:14][CH2:15][CH3:16]. The product is CCOC(=O)C(=O)CC(=O)CCN1C(=O)c2ccccc2C1=O.